This data is from the Open Reaction Database (ORD), a public repository of structured organic reaction records. The task is: describe an organic reaction: reactants, conditions, products, and yield Reactants: COC(=O)C(O)C(NC(=O)OCc1ccccc1)c1ccc(F)c(F)c1, CCO. Yields the product COC(=O)C(O)C(N)c1ccc(F)c(F)c1. RXN SMILES: [CH3:1][O:2][C:3]([CH:4]([CH:5]([c:6]1[cH:7][c:8]([F:13])[c:9]([F:12])[cH:10][cH:11]1)[NH:14][C:15]([O:16][CH2:17][c:18]1[cH:19][cH:20][cH:21][cH:22][cH:23]1)=[O:24])[OH:25])=[O:26].[CH3:27][CH2:28][OH:29]>>[CH3:1][O:2][C:3]([CH:4]([CH:5]([c:6]1[cH:7][c:8]([F:13])[c:9]([F:12])[cH:10][cH:11]1)[NH2:14])[OH:25])=[O:26]. Starting materials: CC(C)(C)OC(=O)CBr, CCOC(C)=O, [K+], [K+], O=C([O-])[O-], CN(C)C=O, COc1cc(O)ccc1C=O. Product: COc1cc(OCC(=O)OC(C)(C)C)ccc1C=O. RXN SMILES: [Br:12][CH2:13][C:14](=[O:15])[O:16][C:17]([CH3:18])([CH3:19])[CH3:20].[CH3:32][CH2:33][O:34][C:35](=[O:36])[CH3:37].[K+:21].[K+:22].[O-:23][C:24]([O-:25])=[O:26].[O:27]=[CH:28][N:29]([CH3:30])[CH3:31].[OH:1][c:2]1[cH:3][c:4]([O:10][CH3:11])[c:5]([CH:6]=[O:7])[cH:8][cH:9]1>>[O:1]([c:2]1[cH:3][c:4]([O:10][CH3:11])[c:5]([CH:6]=[O:7])[cH:8][cH:9]1)[CH2:13][C:14](=[O:15])[O:16][C:17]([CH3:18])([CH3:19])[CH3:20]. Starting materials: CNC, ClCCl, O=C1CCC(c2cc3nccc(Oc4ccc(NC(=O)c5ccnn(-c6ccc(F)cc6)c5=O)cc4F)c3s2)CC1. The product is CN(C)C1CCC(c2cc3nccc(Oc4ccc(NC(=O)c5ccnn(-c6ccc(F)cc6)c5=O)cc4F)c3s2)CC1. As a reaction SMILES: [CH3:42][NH:43][CH3:44].[Cl:45][CH2:46][Cl:47].[F:1][c:2]1[cH:3][c:4]([NH:25][C:26](=[O:27])[c:28]2[c:29](=[O:41])[n:30](-[c:34]3[cH:35][cH:36][c:37]([F:40])[cH:38][cH:39]3)[n:31][cH:32][cH:33]2)[cH:5][cH:6][c:7]1[O:8][c:9]1[c:10]2[c:11]([n:12][cH:13][cH:14]1)[cH:15][c:16]([CH:18]1[CH2:19][CH2:20][C:21](=[O:24])[CH2:22][CH2:23]1)[s:17]2>>[F:1][c:2]1[cH:3][c:4]([NH:25][C:26](=[O:27])[c:28]2[c:29](=[O:41])[n:30](-[c:34]3[cH:35][cH:36][c:37]([F:40])[cH:38][cH:39]3)[n:31][cH:32][cH:33]2)[cH:5][cH:6][c:7]1[O:8][c:9]1[c:10]2[c:11]([n:12][cH:13][cH:14]1)[cH:15][c:16]([CH:18]1[CH2:19][CH2:20][CH:21]([N:43]([CH3:42])[CH3:44])[CH2:22][CH2:23]1)[s:17]2.